Dataset: the Open Reaction Database (ORD), a public repository of structured organic reaction records. Task: describe an organic reaction: reactants, conditions, products, and yield Starting materials: COC(=O)CBr, Oc1ccc(CCc2ccccc2-c2nc3ccccc3n2CC2CCCCC2)cc1. Product: COC(=O)COc1ccc(CCc2ccccc2-c2nc3ccccc3n2CC2CCCCC2)cc1. As a reaction SMILES: [CH3:32][O:33][C:34]([CH2:35][Br:36])=[O:37].[CH:1]1([CH2:7][n:8]2[c:9](-[c:17]3[c:18]([CH2:23][CH2:24][c:25]4[cH:26][cH:27][c:28]([OH:31])[cH:29][cH:30]4)[cH:19][cH:20][cH:21][cH:22]3)[n:10][c:11]3[c:12]2[cH:13][cH:14][cH:15][cH:16]3)[CH2:2][CH2:3][CH2:4][CH2:5][CH2:6]1>>[CH:1]1([CH2:7][n:8]2[c:9](-[c:17]3[c:18]([CH2:23][CH2:24][c:25]4[cH:26][cH:27][c:28]([O:31][CH2:35][C:34]([O:33][CH3:32])=[O:37])[cH:29][cH:30]4)[cH:19][cH:20][cH:21][cH:22]3)[n:10][c:11]3[c:12]2[cH:13][cH:14][cH:15][cH:16]3)[CH2:2][CH2:3][CH2:4][CH2:5][CH2:6]1. Starting materials: ClC1=NC=CC(=N1)C(F)(F)F (2-chloro-4-(trifluoromethyl)pyrimidine), NC=1C=C(C=CC1)C=1N=C(SC1)N1CCC(CC1)C(=O)OCC (ethyl 1-[4-(3-aminophenyl)-1,3-thiazol-2-yl]piperidine-4-carboxylate), CC1=CC=C(C=C1)S(=O)(=O)O (4-methylbenzenesulfonic acid). Run in O1CCOCC1 (dioxane). The product is FC(C1=NC(=NC=C1)NC=1C=C(C=CC1)C=1N=C(SC1)N1CCC(CC1)C(=O)OCC)(F)F (ethyl 1-[4-(3-{[4-(trifluoromethyl)pyrimidin-2-yl]amino}phenyl)-1,3-thiazol-2-yl]piperidine-4-carboxylate). Isolated yield 34.8%. Reaction SMILES: Cl[C:2]1[N:7]=[C:6]([C:8]([F:11])([F:10])[F:9])[CH:5]=[CH:4][N:3]=1.[NH2:12][C:13]1[CH:14]=[C:15]([C:19]2[N:20]=[C:21]([N:24]3[CH2:29][CH2:28][CH:27]([C:30]([O:32][CH2:33][CH3:34])=[O:31])[CH2:26][CH2:25]3)[S:22][CH:23]=2)[CH:16]=[CH:17][CH:18]=1.CC1C=CC(S(O)(=O)=O)=CC=1>O1CCOCC1>[F:9][C:8]([F:11])([F:10])[C:6]1[CH:5]=[CH:4][N:3]=[C:2]([NH:12][C:13]2[CH:14]=[C:15]([C:19]3[N:20]=[C:21]([N:24]4[CH2:29][CH2:28][CH:27]([C:30]([O:32][CH2:33][CH3:34])=[O:31])[CH2:26][CH2:25]4)[S:22][CH:23]=3)[CH:16]=[CH:17][CH:18]=2)[N:7]=1. Procedure: A solution of 2-chloro-4-(trifluoromethyl)pyrimidine (42 mg, 0.23 mmol), ethyl 1-[4-(3-aminophenyl)-1,3-thiazol-2-yl]piperidine-4-carboxylate (76 mg, 0.23 mmol) and 4-methylbenzenesulfonic acid (44 mg, 0.23 mmol) in dioxane (1 mL) was heated to 100° C. overnight. After cooling to room temperature the reaction was concentrated under reduced pressure. The resulting residue was diluted with 30 mL ethyl acetate and washed with 30 mL saturated aqueous sodium bicarbonate and 30 mL brine. The aqueous l... The reactants are Brc1ccccn1, CC1(C)OB(c2ccc(C(=O)OCc3ccccc3)c(OCc3ccccc3)c2)OC1(C)C, CCOC(C)=O, COCCOC, [Na+], [Na+], O=C([O-])[O-], O, Cl[Pd]Cl, c1ccc(P(c2ccccc2)c2ccccc2)cc1, c1ccc(P(c2ccccc2)c2ccccc2)cc1. Reaction SMILES: [Br:1][c:2]1[cH:3][cH:4][cH:5][cH:6][n:7]1.[CH2:14]([c:15]1[cH:16][cH:17][cH:18][cH:19][cH:20]1)[O:21][c:22]1[c:23]([C:24](=[O:25])[O:26][CH2:27][c:28]2[cH:29][cH:30][cH:31][cH:32][cH:33]2)[cH:34][cH:35][c:36]([B:38]2[O:39][C:40]([CH3:41])([CH3:42])[C:43]([CH3:44])([CH3:45])[O:46]2)[cH:37]1.[CH3:88][CH2:89][O:90][C:91](=[O:92])[CH3:93].[CH3:95][O:96][CH2:97][CH2:98][O:99][CH3:100].[Na+:8].[Na+:9].[O-:10][C:11](=[O:12])[O-:13].[OH2:94].[Pd:47]([Cl:48])[Cl:49].[c:50]1([P:51]([c:52]2[cH:53][cH:54][cH:55][cH:56][cH:57]2)[c:58]2[cH:59][cH:60][cH:61][cH:62][cH:63]2)[cH:64][cH:65][cH:66][cH:67][cH:68]1.[c:69]1([P:70]([c:71]2[cH:72][cH:73][cH:74][cH:75][cH:76]2)[c:77]2[cH:78][cH:79][cH:80][cH:81][cH:82]2)[cH:83][cH:84][cH:85][cH:86][cH:87]1>>[c:2]1(-[c:36]2[cH:35][cH:34][c:23]([C:24](=[O:25])[O:26][CH2:27][c:28]3[cH:29][cH:30][cH:31][cH:32][cH:33]3)[c:22]([O:21][CH2:14][c:15]3[cH:16][cH:17][cH:18][cH:19][cH:20]3)[cH:37]2)[cH:3][cH:4][cH:5][cH:6][n:7]1. Yields the product O=C(OCc1ccccc1)c1ccc(-c2ccccn2)cc1OCc1ccccc1. The reactants are C(C)(C)(C)OC(C(CSC1=CC=C(C=C1)O)C)=O (2-methyl-3-(4-hydroxyphenylthio)propionic acid t-butyl ester), FC(S(=O)(=O)O)(F)F (trifluoromethanesulfonic acid), C([O-])(O)=O.[Na+] (sodium bicarbonate). Solvent: ClCCl (dichioromethane), N1=CC=CC=C1 (pyridine). Run at time 2 hour. Product: C(C)(C)(C)OC(C(CSC1=CC=C(C=C1)OS(=O)(=O)C(F)(F)F)C)=O (2-methyl-3-[4-(trifluoromethanesulfonyloxy)phenylthio]propionic acid t-butyl ester). As a reaction SMILES: [C:1]([O:5][C:6](=[O:18])[CH:7]([CH3:17])[CH2:8][S:9][C:10]1[CH:15]=[CH:14][C:13]([OH:16])=[CH:12][CH:11]=1)([CH3:4])([CH3:3])[CH3:2].C(=O)(O)[O-].[Na+].[F:24][C:25]([F:31])([F:30])[S:26](O)(=[O:28])=[O:27]>ClCCl.N1C=CC=CC=1>[C:1]([O:5][C:6](=[O:18])[CH:7]([CH3:17])[CH2:8][S:9][C:10]1[CH:15]=[CH:14][C:13]([O:16][S:26]([C:25]([F:31])([F:30])[F:24])(=[O:28])=[O:27])=[CH:12][CH:11]=1)([CH3:4])([CH3:2])[CH3:3] |f:1.2|. Reported procedure: Under an atmosphere of argon and at −78° C., to a solution of the compound prepared in Example 1(2) (1.50 g) in dichioromethane (10 ml), pyridine (1.1 3 ml) and anhydrous trifluoromethanesulfonic acid (1.13 ml) were added dropwise. The mixture solution was stirred for 2 hours at room temperature. A saturated aqueous solution of sodium bicarbonate (20 ml) was added to the reaction mixture and it was vigorously stirred for 1 hour at room temperature. The reaction mixture was extracted with ethyl a... The reactants are BrC(Br)(Br)Br, O=Cc1ccc(Cl)cc1Cl, ClCCl, c1ccc(P(c2ccccc2)c2ccccc2)cc1. Yields the product Clc1ccc(C=C(Br)Br)c(Cl)c1. Reaction SMILES: [C:11]([Br:12])([Br:13])([Br:14])[Br:15].[Cl:1][c:2]1[c:3]([CH:4]=[O:5])[cH:6][cH:7][c:8]([Cl:10])[cH:9]1.[Cl:35][CH2:36][Cl:37].[c:16]1([P:17]([c:18]2[cH:19][cH:20][cH:21][cH:22][cH:23]2)[c:24]2[cH:25][cH:26][cH:27][cH:28][cH:29]2)[cH:30][cH:31][cH:32][cH:33][cH:34]1>>[Cl:1][c:2]1[c:3]([CH:4]=[C:11]([Br:12])[Br:13])[cH:6][cH:7][c:8]([Cl:10])[cH:9]1. Starting materials: C(C)(C)(C)C1=CC=C(C=C1)C1=CC=C(C=C1)CC=1N(C=C(N1)C1=C(C=C(C=C1)Cl)Cl)C1=CC=C(C=C1)I (2-(4′-tert-Butyl-biphenyl-4-ylmethyl)-4-(2,4-dichloro-phenyl)-1-(4-iodo-phenyl)-1H-imidazole), CC[C@@H](C(=O)O)N (L-2-aminobutyric acid). Product: C(C)(C)(C)C1=CC=C(C=C1)C1=CC=C(C=C1)CC=1N(C=C(N1)C1=C(C=C(C=C1)Cl)Cl)C1=CC=C(C=C1)N[C@H](C(=O)O)CC ((S)-2-{-4-[2-(4′-tert-butyl-biphenyl-4-ylmethyl)-4-(2,4-dichloro-phenyl)-imidazol-1-yl]-phenylamino}-butyric acid). RXN SMILES: [C:1]([C:5]1[CH:10]=[CH:9][C:8]([C:11]2[CH:16]=[CH:15][C:14]([CH2:17][C:18]3[N:19]([C:31]4[CH:36]=[CH:35][C:34](I)=[CH:33][CH:32]=4)[CH:20]=[C:21]([C:23]4[CH:28]=[CH:27][C:26]([Cl:29])=[CH:25][C:24]=4[Cl:30])[N:22]=3)=[CH:13][CH:12]=2)=[CH:7][CH:6]=1)([CH3:4])([CH3:3])[CH3:2].[CH3:38][CH2:39][C@H:40]([NH2:44])[C:41]([OH:43])=[O:42]>>[C:1]([C:5]1[CH:10]=[CH:9][C:8]([C:11]2[CH:16]=[CH:15][C:14]([CH2:17][C:18]3[N:19]([C:31]4[CH:36]=[CH:35][C:34]([NH:44][C@@H:40]([CH2:39][CH3:38])[C:41]([OH:43])=[O:42])=[CH:33][CH:32]=4)[CH:20]=[C:21]([C:23]4[CH:28]=[CH:27][C:26]([Cl:29])=[CH:25][C:24]=4[Cl:30])[N:22]=3)=[CH:13][CH:12]=2)=[CH:7][CH:6]=1)([CH3:4])([CH3:3])[CH3:2]. Reported procedure: 2-(4′-tert-Butyl-biphenyl-4-ylmethyl)-4-(2,4-dichloro-phenyl)-1-(4-iodo-phenyl)-1H-imidazole (191 mg, 0.3 mmol) was treated as described in general procedure R using L-2-aminobutyric acid (310 mg, 3 mmol) to give (S)-2-{-4-[2-(4′-tert-butyl-biphenyl-4-ylmethyl)-4-(2,4-dichloro-phenyl)-imidazol-1-yl]-phenylamino}-butyric acid, which was then treated as described in general procedure F to give (4S)-5-{-4-[2-(4′-tert-butyl-biphenyl-4-ylmethyl)-4-(2,4-dichloro-phenyl)-imidazol-1-yl]-phenyl}-4-ethyl-...